From a dataset of the Open Reaction Database (ORD), a public repository of structured organic reaction records. describe an organic reaction: reactants, conditions, products, and yield Yields the product COc1cc(O)c([N+](=O)[O-])cc1OC. Reactants: COc1cc(C=O)c([N+](=O)[O-])cc1OC, CO, ClCCl, Cl, [Na+], [OH-], O=C(OO)c1cccc(Cl)c1, O=C(O)C(F)(F)F. RXN SMILES: [CH3:1][O:2][c:3]1[cH:4][c:5]([N+:13](=[O:14])[O-:15])[c:6]([CH:7]=[O:8])[cH:9][c:10]1[O:11][CH3:12].[CH3:40][OH:41].[Cl:37][CH2:38][Cl:39].[ClH:36].[Na+:35].[OH-:34].[OH:16][O:17][C:18]([c:19]1[cH:20][c:21]([Cl:22])[cH:23][cH:24][cH:25]1)=[O:26].[OH:27][C:28]([C:29]([F:30])([F:31])[F:32])=[O:33]>>[CH3:1][O:2][c:3]1[cH:4][c:5]([N+:13](=[O:14])[O-:15])[c:6]([OH:16])[cH:9][c:10]1[O:11][CH3:12].